This data is from the Open Reaction Database (ORD), a public repository of structured organic reaction records. The task is: describe an organic reaction: reactants, conditions, products, and yield Starting materials: ClC1=C(C(=NC(=N1)C1=CC(=NC=C1)C#N)NS(=O)(=O)C1=NC=C(C=C1)C)OC1=C(C=CC=C1)OC (5-methyl-pyridine-2-sulfonic acid [6-chloro-2-(2-cyano-pyridine-4-yl)-5-(2-methoxy-phenoxy)-pyrimidine-4-yl]-amide), C(C)(=O)O (acetic acid), O.NN (hydrazine hydrate), O (water). The solvent is CN(C=O)C (N,N-dimethyl formamide). Conditions: temperature 20 celsius, time 17.5 hour. The product is ClC1=C(C(=NC(=N1)C1=CC(=NC=C1)C(=N)NN)NS(=O)(=O)C1=NC=C(C=C1)C)OC1=C(C=CC=C1)OC (5-methyl-pyridine-2-sulfonic acid [6-chloro-2-[2-(hydrazino-imino-methyl)-pyridine-4-yl]-5-(2-methoxy-phenoxy)-pyrimidine-4-yl]-amide). Yield: 102.9%. As a reaction SMILES: [Cl:1][C:2]1[N:7]=[C:6]([C:8]2[CH:13]=[CH:12][N:11]=[C:10]([C:14]#[N:15])[CH:9]=2)[N:5]=[C:4]([NH:16][S:17]([C:20]2[CH:25]=[CH:24][C:23]([CH3:26])=[CH:22][N:21]=2)(=[O:19])=[O:18])[C:3]=1[O:27][C:28]1[CH:33]=[CH:32][CH:31]=[CH:30][C:29]=1[O:34][CH3:35].O.[NH2:37][NH2:38].O.C(O)(=O)C>CN(C)C=O>[Cl:1][C:2]1[N:7]=[C:6]([C:8]2[CH:13]=[CH:12][N:11]=[C:10]([C:14]([NH:37][NH2:38])=[NH:15])[CH:9]=2)[N:5]=[C:4]([NH:16][S:17]([C:20]2[CH:25]=[CH:24][C:23]([CH3:26])=[CH:22][N:21]=2)(=[O:19])=[O:18])[C:3]=1[O:27][C:28]1[CH:33]=[CH:32][CH:31]=[CH:30][C:29]=1[O:34][CH3:35] |f:1.2|. Procedure: 20 g (39 mmol) of 5-methyl-pyridine-2-sulfonic acid [6-chloro-2-(2-cyano-pyridine-4-yl)-5-(2-methoxy-phenoxy)-pyrimidine-4-yl]-amide were suspended in 100 ml of N,N-dimethyl formamide and 7.6 ml (156 mmol) of hydrazine hydrate were added within 15 min. The reaction mixture was allowed to warm up slowly to 20° C. After 17.5 hr, at a temperature of 15° C., 250 ml of de-ionized water were added followed by slow addition of 10.5 ml acetic acid (until pH=5.4). The resulting suspension was stirred for... Reactants: FC(C=1C=C(C=CC1)NCC(CO)O)(F)F (1-(M-TRIFLUOROMETHYL PHENYLAMINO)-2,3-PROPANEDIOL), C(OCC)([O-])=O (ETHYL CARBONATE), solution, C[O-].[Na+] (sodium methylate). Solvent: CO (methanol). Run at temperature 110 celsius. Product: OCC1CN(C(O1)=O)C1=CC(=CC=C1)C(F)(F)F (5-hydroxymethyl-3-(m-trifluoromethyl phenyl)-2-oxazolidinone). Reaction SMILES: [F:1][C:2]([F:16])([F:15])[C:3]1[CH:4]=[C:5]([NH:9][CH2:10][CH:11]([OH:14])[CH2:12][OH:13])[CH:6]=[CH:7][CH:8]=1.[C:17](=O)([O-])[O:18]CC.C[O-].[Na+]>CO>[OH:13][CH2:12][CH:11]1[O:14][C:17](=[O:18])[N:9]([C:5]2[CH:6]=[CH:7][CH:8]=[C:3]([C:2]([F:15])([F:16])[F:1])[CH:4]=2)[CH2:10]1 |f:2.3|. Procedure details: 59 G. OF 1-(M-TRIFLUOROMETHYL PHENYLAMINO)-2,3-PROPANEDIOL AND 118 G. OF ETHYL CARBONATE ARE INTRODUCED INTO A DISTILLATION APPARATUS. The mixture is progressively heated to about 110° C. when dissolution is obtained. Then, 12 ml. of a 5% solution of sodium methylate in methanol is added thereto. The distillation of the ethanol formed during the course of the reaction is then observed. Upon completion thereof any excess ethyl carbonate is removed under reduced pressure and the residue obtained i... Reactants: Cc1cc(CCC(=O)OC(C)(C)C)cc(-c2nc(=O)c3ccc(Cl)cc3s2)n1, O=C(O)C(F)(F)F. Yields the product Cc1cc(CCC(=O)O)cc(-c2nc(=O)c3ccc(Cl)cc3s2)n1. Reaction SMILES: [Cl:1][c:2]1[cH:3][c:4]2[c:5]([c:6](=[O:26])[n:7][c:8](-[c:10]3[n:11][c:12]([CH3:25])[cH:13][c:14]([CH2:16][CH2:17][C:18](=[O:19])[O:20][C:21]([CH3:22])([CH3:23])[CH3:24])[cH:15]3)[s:9]2)[cH:27][cH:28]1.[OH:29][C:30]([C:31]([F:32])([F:33])[F:34])=[O:35]>>[Cl:1][c:2]1[cH:3][c:4]2[c:5]([c:6](=[O:26])[n:7][c:8](-[c:10]3[n:11][c:12]([CH3:25])[cH:13][c:14]([CH2:16][CH2:17][C:18](=[O:19])[OH:20])[cH:15]3)[s:9]2)[cH:27][cH:28]1. RXN SMILES: Cl[C:2]1[C:11]2[C:6](=[CH:7][C:8]([O:14][CH2:15][CH2:16][O:17][CH3:18])=[C:9]([O:12][CH3:13])[CH:10]=2)[N:5]=[N:4][CH:3]=1.[F:19][C:20]1[CH:26]=[C:25]([CH3:27])[C:24]([OH:28])=[CH:23][C:21]=1[NH2:22].C(O)(C)C>CC(O)CCC>[F:19][C:20]1[CH:26]=[C:25]([CH3:27])[C:24]([OH:28])=[CH:23][C:21]=1[NH:22][C:2]1[C:11]2[C:6](=[CH:7][C:8]([O:14][CH2:15][CH2:16][O:17][CH3:18])=[C:9]([O:12][CH3:13])[CH:10]=2)[N:5]=[N:4][CH:3]=1. Run in CC(CCC)O (2-pentanol). Yields the product FC1=C(NC2=CN=NC3=CC(=C(C=C23)OC)OCCOC)C=C(C(=C1)C)O (4-(2-fluoro-5-hydroxy-4-methylanilino)-6-methoxy-7-(2-methoxyethoxy)cinnoline), solid. Isolated yield 64.0%. Starting materials: C(C)(C)O (isopropanol), ClC1=CN=NC2=CC(=C(C=C12)OC)OCCOC (4-chloro-6-methoxy-7-(2-methoxyethoxy)cinnoline), FC1=C(N)C=C(C(=C1)C)O (2-fluoro-5-hydroxy-4-methylaniline). Reported procedure: A suspension of 4-chloro-6-methoxy-7-(2-methoxyethoxy)cinnoline (0.2 g, 0.74 mmol), (prepared as described for the starting material in Example 2), and 2-fluoro-5-hydroxy-4-methylaniline (126 mg 0.89 mmol) in 2-pentanol (2.5 ml) was heated at reflux for 7.5 hours. After cooling, isopropanol was added and the solid was filtered off, washed with isopropanol and ether, and dried under vacuum to give 4-(2-fluoro-5-hydroxy-4-methylanilino)-6-methoxy-7-(2-methoxyethoxy)cinnoline as the hydrochloride s... The reactants are BrC=1C(=C(C(N(N1)C)=O)Cl)Cl (6-bromo-4,5-dichloro-2-methyl-pyridazin-3-one), C[O-].[Na+] (Sodium methoxide). The solvent is O1CCOCC1 (1,4-dioxane). Reaction conditions: time 2 hour. Yields the product BrC=1C(=C(C(N(N1)C)=O)OC)Cl (6-bromo-5-chloro-4-methoxy-2-methyl-pyridazin-3-one). Isolated yield 65.3%. Reaction SMILES: [Br:1][C:2]1[C:3]([Cl:11])=[C:4](Cl)[C:5](=[O:9])[N:6]([CH3:8])[N:7]=1.[CH3:12][O-:13].[Na+]>O1CCOCC1>[Br:1][C:2]1[C:3]([Cl:11])=[C:4]([O:13][CH3:12])[C:5](=[O:9])[N:6]([CH3:8])[N:7]=1 |f:1.2|. Procedure: 6-bromo-4,5-dichloro-2-methyl-pyridazin-3-one (1.5 g, 5.8 mmol) is dissolved in 1,4-dioxane (150 ml). Sodium methoxide (1.5 ml, 25 mass % methanolic solution, 6.4 mmol) is added dropwise and the reaction stirred for 2 h. The mixture is concentrated to a volume of 50 ml then diluted with 50 ml EtOAc. It is washed with 2×35 ml aqueous saturated brine. The organic layer is dried thoroughly over sodium sulfate, filtered and concentrated in vacuo. The crude residue so obtained was purified by flash c... Reactants: BrC=1C(=C(C=C(C1)N1C(NC(C=C1)=O)=O)C1=CC=C2C(=CCC2=C1)CCS(=O)(=O)N)OC (((6-(3-bromo-5-(2,4-dioxo-3,4-dihydropyrimidin-1(2H)-yl)-2-methoxyphenyl)-1H-inden-3-yl)methyl)methanesulfonamide), O1C=C(C=C1)B(O)O (furan-3-yl boronic acid). Yields the product O=C1N(C=CC(N1)=O)C=1C=C(C(=C(C1)C1=CC=C2C(=CCC2=C1)CCS(=O)(=O)N)OC)C1=COC=C1 (((6-(5-(2,4-dioxo-3,4-dihydropyrimidin-1(2H)-yl)-3-(furan-3-yl)-2-methoxyphenyl)-1H-inden-3-yl)methyl)methanesulfonamide). Yield: 45.0%. Reaction SMILES: Br[C:2]1[C:3]([O:31][CH3:32])=[C:4]([C:16]2[CH:24]=[C:23]3[C:19]([C:20]([CH2:25][CH2:26][S:27]([NH2:30])(=[O:29])=[O:28])=[CH:21][CH2:22]3)=[CH:18][CH:17]=2)[CH:5]=[C:6]([N:8]2[CH:13]=[CH:12][C:11](=[O:14])[NH:10][C:9]2=[O:15])[CH:7]=1.[O:33]1[CH:37]=[CH:36][C:35](B(O)O)=[CH:34]1>>[O:15]=[C:9]1[NH:10][C:11](=[O:14])[CH:12]=[CH:13][N:8]1[C:6]1[CH:7]=[C:2]([C:35]2[CH:36]=[CH:37][O:33][CH:34]=2)[C:3]([O:31][CH3:32])=[C:4]([C:16]2[CH:24]=[C:23]3[C:19]([C:20]([CH2:25][CH2:26][S:27]([NH2:30])(=[O:29])=[O:28])=[CH:21][CH2:22]3)=[CH:18][CH:17]=2)[CH:5]=1. Procedure details: The product from Example 63, Part A (25.9 mg, 0.050 mmol) was reacted with furan-3-yl boronic acid (7.2 mg, 0.064 mmol) as described in Example 63, Part B to give the title compound as an off-white solid (10.6 mg, 45%). 1H NMR (300 MHz, DMSO-d6) δ 11.46 (s, 1 H) 7.84 (d, J=8.09 Hz, 1 H) 7.80 (t, J=1.84 Hz, 1 H) 7.68-7.75 (m, 2 H) 7.54-7.64 (m, 2 H) 7.50 (t, J=6.07 Hz, 1 H) 7.35 (d, J=2.57 Hz, 1 H) 7.08 (d, J=1.47 Hz, 1 H) 6.57 (s, 1 H) 5.68 (d, J=8.09 Hz, 1 H) 3.47 (s, 2 H) 3.30 (s, 3 H) 2.96 (s... Reactants: 3-perchlorylphenyl isocyanate, CONC (O,N-dimethylhydroxylamine). The solvent is CCOCC (ether), CO (methanol). The product is 1-methoxy-1-methyl-3-(3-perchlorylphenyl)urea. Isolated yield 70.2%. As a reaction SMILES: [Cl:1]([C:5]1[CH:6]=[C:7]([N:11]=[C:12]=[O:13])[CH:8]=[CH:9][CH:10]=1)(=[O:4])(=[O:3])=[O:2].[CH3:14][O:15][NH:16][CH3:17]>CCOCC.CO>[CH3:14][O:15][N:16]([CH3:17])[C:12]([NH:11][C:7]1[CH:8]=[CH:9][CH:10]=[C:5]([Cl:1](=[O:4])(=[O:3])=[O:2])[CH:6]=1)=[O:13]. Procedure: To a solution of 12.9 grams (0.064 mole) of IV in 250 milliliters of ether was added a solution of 4.9 grams (0.08 mole) of O,N-dimethylhydroxylamine in 350 milliliters of methanol. The resulting mixture was concentrated to dryness, washed with water and recrystallized from acetone/hexane (5:1) to give 11.8 grams (71% yield) of V as a white crystalline solid, melting point: 125°-126°. Its identity was confirmed by elemental analysis.